From a dataset of the Open Reaction Database (ORD), a public repository of structured organic reaction records. describe an organic reaction: reactants, conditions, products, and yield Starting materials: ClC1=CC(=C(CN)C=C1)OC (4-chloro-2-methoxy-benzylamine), FC1=C(C(=O)O)C=CN=C1 (3-fluoroisonicotinic acid). Product: ClC1=CC(=C(CNC=2C=NC=CC2C(=O)O)C=C1)OC (3-[(4-chloro-2-methoxybenzyl)amino]pyridine-4-carboxylic acid). Yield: 35.0%. RXN SMILES: [Cl:1][C:2]1[CH:9]=[CH:8][C:5]([CH2:6][NH2:7])=[C:4]([O:10][CH3:11])[CH:3]=1.F[C:13]1[CH:21]=[N:20][CH:19]=[CH:18][C:14]=1[C:15]([OH:17])=[O:16]>>[Cl:1][C:2]1[CH:9]=[CH:8][C:5]([CH2:6][NH:7][C:18]2[CH:19]=[N:20][CH:21]=[CH:13][C:14]=2[C:15]([OH:17])=[O:16])=[C:4]([O:10][CH3:11])[CH:3]=1. Reported procedure: The title compound was prepared in 35% yield from 4-chloro-2-methoxy-benzylamine and 3-fluoroisonicotinic acid according to the procedure for the preparation of Example 3. 1H NMR (400 MHz, DMSO-d6): δ 13.49 (br s, 1H), 8.10 (s, 1H), 8.00 (br s, 1H), 7.81 (d, 1H, J=5.0 Hz), 7.56 (d, 1H, J=5.0 Hz), 7.24 (d, 1H, J=8.1 Hz), 7.11 (d, 1H, J=1.9 Hz), 6.96 (dd, 1H, J=8.0, 1.9 Hz), 4.47 (s, 2H), 3.87 (s, 3H). [M+H] calc'd for C14H13ClN2O3, 293, 295. found 293, 295.